This data is from the Open Reaction Database (ORD), a public repository of structured organic reaction records. The task is: describe an organic reaction: reactants, conditions, products, and yield The reactants are [OH-].[Na+] (NaOH), C(C)(C)(C)[SiH2]OC(C=1C=C(CNC(=O)C2CC2)C=CC1Cl)(C)C (cyclopropanecarboxylic acid 3-(tert-butyl-dimethyl-silanyloxymethyl)-4-chloro-benzylamide). The solvent is CO (MeOH). Conditions: temperature 80 celsius, time 30 minute. The product is ClC1=C(C=C(CNC(=O)C2CC2)C=C1)CO (Cyclopropanecarboxylic acid 4-chloro-3-hydroxymethyl-benzylamide). Isolated yield 84.2%. Reaction SMILES: [OH-].[Na+].C([SiH2][O:8][C:9](C)(C)[C:10]1[CH:11]=[C:12]([CH:20]=[CH:21][C:22]=1[Cl:23])[CH2:13][NH:14][C:15]([CH:17]1[CH2:19][CH2:18]1)=[O:16])(C)(C)C>CO>[Cl:23][C:22]1[CH:21]=[CH:20][C:12]([CH2:13][NH:14][C:15]([CH:17]2[CH2:18][CH2:19]2)=[O:16])=[CH:11][C:10]=1[CH2:9][OH:8] |f:0.1|. Procedure: Aq. 1M NaOH (111 mL) was added to a sol. of cyclopropanecarboxylic acid 3-(tert-butyl-dimethyl-silanyloxymethyl)-4-chloro-benzylamide (6.10 g, 17.2 mmol) in MeOH (222 mL). The mixture was heated to 80° C., and stirred at this temperature for 30 min. The mixture was allowed to cool to rt, and the solvents were partially removed under reduced pressure. The aq. residue was diluted with water, and was extracted with EtOAc (3×). The combined org. extracts were washed with brine, dried over MgSO4, fil... Reactants: mercuric acetate, thioamide, CC1=CC=C(C=C1)S(=O)(=O)N[C@@H](CC2=CC=CC=C2)C(=S)NCCCC[C@@H](C(=O)O)N(CC(C)C)S(=O)(=O)C3=CC=C(C=C3)C (Nα-isobutyl-Nα-(4-methylbenzenesulfonyl)-Nε-[N′α-(4-methylbenzenesulfonyl)-L-thiophenylalanyl]-L-lysine), N#CN (cyanamide). The solvent is CO (MeOH), [NH4+].[Cl-] (NH4Cl). Reaction conditions: time 5 minute. The product is CC1=CC=C(C=C1)S(=O)(=O)N[C@@H](CC2=CC=CC=C2)C(=NCCCC[C@@H](C(=O)O)N(CC(C)C)S(=O)(=O)C3=CC=C(C=C3)C)NC#N (Nα-isobutyl-Nα-(4-methylbenzenesulfonyl)-Nε-[N′α-(4-methylbenzenesulfonyl)-L-phenylalanyl-N-cyanoamidine]-L-lysine). Yield: 57.0%. As a reaction SMILES: [CH3:1][C:2]1[CH:7]=[CH:6][C:5]([S:8]([NH:11][C@H:12]([C:20]([NH:22][CH2:23][CH2:24][CH2:25][CH2:26][C@H:27]([N:31]([S:36]([C:39]2[CH:44]=[CH:43][C:42]([CH3:45])=[CH:41][CH:40]=2)(=[O:38])=[O:37])[CH2:32][CH:33]([CH3:35])[CH3:34])[C:28]([OH:30])=[O:29])=S)[CH2:13][C:14]2[CH:19]=[CH:18][CH:17]=[CH:16][CH:15]=2)(=[O:10])=[O:9])=[CH:4][CH:3]=1.[N:46]#[C:47][NH2:48]>CO.[NH4+].[Cl-]>[CH3:1][C:2]1[CH:3]=[CH:4][C:5]([S:8]([NH:11][C@H:12]([C:20]([NH:48][C:47]#[N:46])=[N:22][CH2:23][CH2:24][CH2:25][CH2:26][C@H:27]([N:31]([S:36]([C:39]2[CH:40]=[CH:41][C:42]([CH3:45])=[CH:43][CH:44]=2)(=[O:37])=[O:38])[CH2:32][CH:33]([CH3:34])[CH3:35])[C:28]([OH:30])=[O:29])[CH2:13][C:14]2[CH:15]=[CH:16][CH:17]=[CH:18][CH:19]=2)(=[O:9])=[O:10])=[CH:6][CH:7]=1 |f:3.4|. Reported procedure: To a stirred solution of the thioamide, Nα-isobutyl-Nα-(4-methylbenzenesulfonyl)-Nε-[N′α-(4-methylbenzenesulfonyl)-L-thiophenylalanyl]-L-lysine, (227 mg, 0.33 mmol, example 72) in MeOH (3 mL) was added cyanamide (28 mg, 0.66 mmol). The mixture was stirred for 5 min, then mercuric acetate (209 mg, 0.66 mmol) was added. The reaction was stirred for 3 h then diluted with saturated NH4Cl and extracted with EtOAc. The organic layer was washed with brine and concentrated then rediluted with THF/MeOH (... Starting materials: CN1NC(C=2[C@H]3CC[C@@](C12)(C3(C)C)C)=O ((4S,7R)-1,7,8,8-tetramethyl-1,2,4,5,6,7-hexahydro-4,7-methano-indazol-3-one), CN1NC(C=2[C@H]3CC[C@@](C12)(C3(C)C)C)=O ((4S,7R)-1,7,8,8-tetramethyl-1,2,4,5,6,7-hexahydro-4,7-methano-indazol-3-one), COC=1C=C(CBr)C=CC1 (3-methoxy-benzyl bromide). Run in CN(C=O)C (N,N-dimethylformamide). Reaction conditions: temperature 100 celsius. Product: COC=1C=C(CN2N(C=3[C@@]4(CC[C@H](C3C2=O)C4(C)C)C)C)C=CC1 ((4S,7R)-2-(3-methoxy-benzyl)-1,7,8,8-tetramethyl-1,2,4,5,6,7-hexahydro-4,7-methano-indazol-3-one). Isolated yield 41.5%. RXN SMILES: [CH3:1][N:2]1[C:10]2[C@@:9]3([CH3:14])[C:11]([CH3:13])([CH3:12])[C@H:6]([CH2:7][CH2:8]3)[C:5]=2[C:4](=[O:15])[NH:3]1.[CH3:16][O:17][C:18]1[CH:19]=[C:20]([CH:23]=[CH:24][CH:25]=1)[CH2:21]Br>CN(C)C=O>[CH3:16][O:17][C:18]1[CH:19]=[C:20]([CH:23]=[CH:24][CH:25]=1)[CH2:21][N:3]1[C:4](=[O:15])[C:5]2[C@@H:6]3[C:11]([CH3:12])([CH3:13])[C@@:9]([CH3:14])([CH2:8][CH2:7]3)[C:10]=2[N:2]1[CH3:1]. Reported procedure: A mixture of (4S,7R)-1,7,8,8-tetramethyl-1,2,4,5,6,7-hexahydro-4,7-methano-indazol-3-one (Intermediate 19; 100 mg, 0.49 mmol) and 3-methoxy-benzyl bromide (67 μL, 0.48 mmol) in N,N-dimethylformamide (5 mL) was heated at 100° C. overnight. The reaction mixture was evaporated and the residue was purified using a Biotage 40S system, eluting with 0-1% methanol/chloroform, followed by drying under high vacuum to give (4S,7R)-2-(3-methoxy-benzyl)-1,7,8,8-tetramethyl-1,2,4,5,6,7-hexahydro-4,7-methano-i... Reactants: CCO, CCO, Cl, NO, O, O=C1CCSc2sccc21. Yields the product ON=C1CCSc2sccc21. Reaction SMILES: [CH2:14]([OH:15])[CH3:16].[CH3:18][CH2:19][OH:20].[ClH:11].[NH2:12][OH:13].[OH2:17].[s:1]1[cH:2][cH:3][c:4]2[c:5]1[S:6][CH2:7][CH2:8][C:9]2=[O:10]>>[s:1]1[cH:2][cH:3][c:4]2[c:5]1[S:6][CH2:7][CH2:8][C:9]2=[N:12][OH:13]. The reactants are [Br-], [Li]CCCC, C1CCOC1, C[P+](c1ccccc1)(c1ccccc1)c1ccccc1, COc1ccc(-c2cc3cc(OC)cc(CO)c3o2)cc1. The product is C=Cc1cc(OC)cc2cc(-c3ccc(OC)cc3)oc12. As a reaction SMILES: [Br-:27].[CH2:1]([Li:2])[CH2:3][CH2:4][CH3:5].[CH2:48]1[O:49][CH2:50][CH2:51][CH2:52]1.[CH3:28][P+:29]([c:30]1[cH:31][cH:32][cH:33][cH:34][cH:35]1)([c:36]1[cH:37][cH:38][cH:39][cH:40][cH:41]1)[c:42]1[cH:43][cH:44][cH:45][cH:46][cH:47]1.[CH3:6][O:7][c:8]1[cH:9][c:10]([CH2:25][OH:26])[c:11]2[c:12]([cH:13][c:14](-[c:16]3[cH:17][cH:18][c:19]([O:22][CH3:23])[cH:20][cH:21]3)[o:15]2)[cH:24]1>>[CH2:1]=[CH:25][c:10]1[cH:9][c:8]([O:7][CH3:6])[cH:24][c:12]2[c:11]1[o:15][c:14](-[c:16]1[cH:17][cH:18][c:19]([O:22][CH3:23])[cH:20][cH:21]1)[cH:13]2.